From a dataset of the Open Reaction Database (ORD), a public repository of structured organic reaction records. describe an organic reaction: reactants, conditions, products, and yield The reactants are BrC1=CC(=CC=C1)S(=O)(=O)CCC (1-bromo-3-(propane-1-sulfonyl)-benzene), BrC1=CC(=CC=C1)S(=O)(=O)CCC (1-bromo-3-(propane-1-sulfonyl)-benzene), C(C)(C)(C)OC(COC1=C(C=C(C=C1)Cl)C#C)=O (tert-butyl(4-chloro-2-ethynylphenoxy)acetate), C(C)(C)(C)OC(COC1=C(C=C(C=C1)Cl)C#C)=O (tert-butyl(4-chloro-2-ethynylphenoxy)acetate), N1CCCCC1 (piperidine). The reagents and catalysts are Cl[Pd]([P](C1=CC=CC=C1)(C2=CC=CC=C2)C3=CC=CC=C3)([P](C4=CC=CC=C4)(C5=CC=CC=C5)C6=CC=CC=C6)Cl (dichlorobis(triphenylphosphine)palladium(II)). The solvent is CCOC(=O)C (EtOAc). Reaction conditions: temperature 70 celsius. The product is C(C)(C)(C)OC(COC1=C(C=C(C=C1)Cl)C#CC1=CC(=CC=C1)S(=O)(=O)CCC)=O (tert-butyl{4-chloro-2-{[3-(propylsulfonyl)phenyl]ethynyl}phenoxy)acetate), solid. Isolated yield 76.0%. RXN SMILES: Br[C:2]1[CH:7]=[CH:6][CH:5]=[C:4]([S:8]([CH2:11][CH2:12][CH3:13])(=[O:10])=[O:9])[CH:3]=1.[C:14]([O:18][C:19](=[O:31])[CH2:20][O:21][C:22]1[CH:27]=[CH:26][C:25]([Cl:28])=[CH:24][C:23]=1[C:29]#[CH:30])([CH3:17])([CH3:16])[CH3:15].N1CCCCC1>CCOC(C)=O.Cl[Pd](Cl)([P](C1C=CC=CC=1)(C1C=CC=CC=1)C1C=CC=CC=1)[P](C1C=CC=CC=1)(C1C=CC=CC=1)C1C=CC=CC=1>[C:14]([O:18][C:19](=[O:31])[CH2:20][O:21][C:22]1[CH:27]=[CH:26][C:25]([Cl:28])=[CH:24][C:23]=1[C:29]#[C:30][C:2]1[CH:7]=[CH:6][CH:5]=[C:4]([S:8]([CH2:11][CH2:12][CH3:13])(=[O:10])=[O:9])[CH:3]=1)([CH3:17])([CH3:16])[CH3:15] |^1:46,65|. Reported procedure: A mixture of 1-bromo-3-(propane-1-sulfonyl)-benzene (Intermediate 5; 493 mg, 1.87 mmol), tert-butyl(4-chloro-2-ethynylphenoxy)acetate (Intermediate 3, 500 mg; 1.87 mmol), dichlorobis(triphenylphosphine)palladium(II) (52 mg; 0.07 mmol) and piperidine (550 μL; 5.6 mmol) was heated at 70° C. for 18 hours. The reaction mixture was taken up in EtOAc, washed twice with citric acid (0.5 M aqueous solution) and once with brine. The organic phase was dried over MgSO4, filtered and concentrated to dryness... Starting materials: C(C)N1N=CC=2C1=NC(=C(C2NC2CCOCC2)CNC(=O)C2=NC(=CC=C2)C(=O)NCC=2C=C(C(=CC2)C)C2=CC(=CC=C2)C=O)CC (N-{[1,6-diethyl-4-(tetrahydro-2H-pyran-4-ylamino)-1H-pyrazolo[3,4-b]pyridin-5-yl]methyl}-N′-[(3′-formyl-6-methyl-3-biphenylyl)methyl]-2,6-pyridinedicarboxamide), [C@H]12N(C[C@H](NC1)C2)C(=O)OC(C)(C)C (1,1-dimethylethyl (1R,4R)-2,5-diazabicyclo[2.2.1]heptane-2-carboxylate), C(C)(=O)O[BH-](OC(C)=O)OC(C)=O.[Na+] (sodium triacetoxyborohydride), C(C)(=O)O (acetic acid). The solvent is C(Cl)Cl (DCM). Reaction conditions: time 8 hour. The product is C(C)N1N=CC=2C1=NC(=C(C2NC2CCOCC2)CNC(=O)C2=CC=CC(=N2)C(=O)NCC=2C=CC(=C(C2)C2=CC(=CC=C2)CN2[C@@H]1CN([C@H](C2)C1)C(=O)OC(C)(C)C)C)CC (1,1-dimethylethyl (1S,4S)-5-[(5′-{[({6-[({[1,6-diethyl-4-(tetrahydro-2H-pyran-4-ylamino)-1H-pyrazolo[3,4-b]pyridin-5-yl]methyl}amino)carbonyl]-2-pyridinyl}carbonyl)amino]methyl}-2′-methyl-3-biphenylyl)methyl]-2,5-diazabicyclo[2.2.1]heptane-2-carboxylate). As a reaction SMILES: [CH2:1]([N:3]1[C:7]2=[N:8][C:9]([CH2:48][CH3:49])=[C:10]([CH2:19][NH:20][C:21]([C:23]3[CH:28]=[CH:27][CH:26]=[C:25]([C:29]([NH:31][CH2:32][C:33]4[CH:34]=[C:35]([C:40]5[CH:45]=[CH:44][CH:43]=[C:42]([CH:46]=O)[CH:41]=5)[C:36]([CH3:39])=[CH:37][CH:38]=4)=[O:30])[N:24]=3)=[O:22])[C:11]([NH:12][CH:13]3[CH2:18][CH2:17][O:16][CH2:15][CH2:14]3)=[C:6]2[CH:5]=[N:4]1)[CH3:2].[C@@H:50]12[CH2:56][C@@H:53]([NH:54][CH2:55]1)[CH2:52][N:51]2[C:57]([O:59][C:60]([CH3:63])([CH3:62])[CH3:61])=[O:58].C(O[BH-](OC(=O)C)OC(=O)C)(=O)C.[Na+].C(O)(=O)C>C(Cl)Cl>[CH2:1]([N:3]1[C:7]2=[N:8][C:9]([CH2:48][CH3:49])=[C:10]([CH2:19][NH:20][C:21]([C:23]3[N:24]=[C:25]([C:29]([NH:31][CH2:32][C:33]4[CH:38]=[CH:37][C:36]([CH3:39])=[C:35]([C:40]5[CH:45]=[CH:44][CH:43]=[C:42]([CH2:46][N:54]6[CH2:55][C@@H:50]7[CH2:56][C@H:53]6[CH2:52][N:51]7[C:57]([O:59][C:60]([CH3:63])([CH3:62])[CH3:61])=[O:58])[CH:41]=5)[CH:34]=4)=[O:30])[CH:26]=[CH:27][CH:28]=3)=[O:22])[C:11]([NH:12][CH:13]3[CH2:18][CH2:17][O:16][CH2:15][CH2:14]3)=[C:6]2[CH:5]=[N:4]1)[CH3:2] |f:2.3|. Procedure: A mixture of N-{[1,6-diethyl-4-(tetrahydro-2H-pyran-4-ylamino)-1H-pyrazolo[3,4-b]pyridin-5-yl]methyl}-N′-[(3′-formyl-6-methyl-3-biphenylyl)methyl]-2,6-pyridinedicarboxamide (610 mg, 0.925 mmol), 1,1-dimethylethyl (1R,4R)-2,5-diazabicyclo[2.2.1]heptane-2-carboxylate (183 mg, 0.925 mmol), sodium triacetoxyborohydride (392 mg, 1.849 mmol) and acetic acid (0.064 mL, 1.109 mmol) in DCM (10 mL) was stirred at room temperature overnight. The reaction mixture was quenched with saturated NaHCO3 and extra... Starting materials: CCOC(=O)CCN1CC(=O)N(CC(=O)O)c2ccc(Cc3ccc(C(=N)N)cc3)cc2C1=O, CCOCC, CC(=O)[O-], Cl, C1COCCO1. Product: CCOC(=O)CCN1CC(=O)N(CC(=O)O)c2ccc(Cc3ccc(C(=N)N)cc3)cc2C1=O, Cl. As a reaction SMILES: [C:1](=[O:2])([OH:3])[CH2:4][N:5]1[C:6](=[O:34])[CH2:7][N:8]([CH2:27][CH2:28][C:29](=[O:30])[O:31][CH2:32][CH3:33])[C:9](=[O:26])[c:10]2[c:11]1[cH:12][cH:13][c:14]([CH2:16][c:17]1[cH:18][cH:19][c:20]([C:23]([NH2:24])=[NH:25])[cH:21][cH:22]1)[cH:15]2.[CH2:46]([O:47][CH2:48][CH3:49])[CH3:50].[CH3:35][C:36](=[O:37])[O-:38].[ClH:39].[O:40]1[CH2:41][CH2:42][O:43][CH2:44][CH2:45]1>>[C:1](=[O:2])([OH:3])[CH2:4][N:5]1[C:6](=[O:34])[CH2:7][N:8]([CH2:27][CH2:28][C:29](=[O:30])[O:31][CH2:32][CH3:33])[C:9](=[O:26])[c:10]2[c:11]1[cH:12][cH:13][c:14]([CH2:16][c:17]1[cH:18][cH:19][c:20]([C:23](=[NH:24])[NH2:25])[cH:21][cH:22]1)[cH:15]2.[ClH:39]. The reactants are O=C(O)C(=O)N1CCC(Cc2ccccc2)CC1, CCOCC, Nc1ccc2[nH]c(=O)oc2c1. Product: O=C(Nc1ccc2[nH]c(=O)oc2c1)C(=O)N1CCC(Cc2ccccc2)CC1. RXN SMILES: [CH2:1]([c:2]1[cH:3][cH:4][cH:5][cH:6][cH:7]1)[CH:8]1[CH2:9][CH2:10][N:11]([C:14]([C:15](=[O:16])[OH:17])=[O:18])[CH2:12][CH2:13]1.[CH2:30]([O:31][CH2:32][CH3:33])[CH3:34].[NH2:19][c:20]1[cH:21][c:22]2[c:23]([nH:24][c:25](=[O:27])[o:26]2)[cH:28][cH:29]1>>[CH2:1]([c:2]1[cH:3][cH:4][cH:5][cH:6][cH:7]1)[CH:8]1[CH2:9][CH2:10][N:11]([C:14]([C:15](=[O:17])[NH:19][c:20]2[cH:21][c:22]3[c:23]([nH:24][c:25](=[O:27])[o:26]3)[cH:28][cH:29]2)=[O:18])[CH2:12][CH2:13]1. Reactants: [BH4-].C(CCC)[N+](CCCC)(CCCC)CCCC (Tetrabutylammonium borohydride), C(C)(=O)N1CCC2=CC(=CC=C12)S(=O)(=O)C[N+](=O)[O-] (1-acetyl-5-(nitromethylsulphonyl)indoline). Solvent: ClCCl (dichloromethane). Yields the product C(C)N1CCC2=CC(=CC=C12)S(=O)(=O)C[N+](=O)[O-] (1-ethyl-5-(nitromethylsulphonyl)indoline). RXN SMILES: [BH4-].C([N+](CCCC)(CCCC)CCCC)CCC.[C:19]([N:22]1[C:30]2[C:25](=[CH:26][C:27]([S:31]([CH2:34][N+:35]([O-:37])=[O:36])(=[O:33])=[O:32])=[CH:28][CH:29]=2)[CH2:24][CH2:23]1)(=O)[CH3:20]>ClCCl>[CH2:19]([N:22]1[C:30]2[C:25](=[CH:26][C:27]([S:31]([CH2:34][N+:35]([O-:37])=[O:36])(=[O:32])=[O:33])=[CH:28][CH:29]=2)[CH2:24][CH2:23]1)[CH3:20] |f:0.1|. Procedure: Tetrabutylammonium borohydride (3.85 g, 15 mmol) was added to a solution of 1-acetyl-5-(nitromethylsulphonyl)indoline (1.45 g, 5 mmol) in dichloromethane (30 ml), and the mixture was stirred at reflux for 18 hours. The solvent was removed by evaporation, 2 M hydrochloric acid (30 ml) was added, and the mixture was heated at reflux for 20 minutes. The solution was then poured into sufficient of an ice-cold saturated solution of sodium hydrogen carbonate to adjust the mixture to pH 6. The mixture ... The reactants are C#CCC1CCN(C(=O)Oc2ccc(C)cc2)CC1, Nc1nc(I)nc2c1ncn2C1OC(CO)C(O)C1O. Yields the product Cc1ccc(OC(=O)N2CCC(CC#Cc3nc(N)c4ncn(C5OC(CO)C(O)C5O)c4n3)CC2)cc1. RXN SMILES: [CH2:1]([C:2]#[CH:3])[CH:4]1[CH2:5][CH2:6][N:7]([C:10](=[O:11])[O:12][c:13]2[cH:14][cH:15][c:16]([CH3:19])[cH:17][cH:18]2)[CH2:8][CH2:9]1.[I:20][c:21]1[n:22][c:23]([NH2:39])[c:24]2[n:25][cH:26][n:27]([CH:28]3[CH:29]([OH:30])[CH:31]([OH:32])[CH:33]([CH2:34][OH:35])[O:36]3)[c:37]2[n:38]1>>[CH2:1]([C:2]#[C:3][c:21]1[n:22][c:23]([NH2:39])[c:24]2[n:25][cH:26][n:27]([CH:28]3[CH:29]([OH:30])[CH:31]([OH:32])[CH:33]([CH2:34][OH:35])[O:36]3)[c:37]2[n:38]1)[CH:4]1[CH2:5][CH2:6][N:7]([C:10](=[O:11])[O:12][c:13]2[cH:14][cH:15][c:16]([CH3:19])[cH:17][cH:18]2)[CH2:8][CH2:9]1.